Dataset: the Open Reaction Database (ORD), a public repository of structured organic reaction records. Task: describe an organic reaction: reactants, conditions, products, and yield The reactants are Cl (hydrochloric acid), OC1=C(C2=C(C(=NO2)C2=CC=CC=C2)C=C1)O (6,7-dihydroxy-3-phenyl-1,2-benzisoxazole), C([O-])([O-])=O.[K+].[K+] (potassium carbonate), ClC(C(=O)OC)Cl (methyl dichloroacetate). Run in CN(C=O)C (N,N-dimethylformamide), O (water). Reaction conditions: time 5 hour. The product is C1(=CC=CC=C1)C1=NOC2=C1C=CC1=C2OC(O1)C(=O)O (3-phenyl-1,3-dioxolo[4,5-g]-1,2-benzisoxazole-7-carboxylic acid). The yield is 57.3%. RXN SMILES: [OH:1][C:2]1[CH:16]=[CH:15][C:5]2[C:6]([C:9]3[CH:14]=[CH:13][CH:12]=[CH:11][CH:10]=3)=[N:7][O:8][C:4]=2[C:3]=1[OH:17].C(=O)([O-])[O-].[K+].[K+].Cl[CH:25](Cl)[C:26]([O:28]C)=[O:27].Cl>O.CN(C)C=O>[C:9]1([C:6]2[C:5]3[CH:15]=[CH:16][C:2]4[O:1][CH:25]([C:26]([OH:28])=[O:27])[O:17][C:3]=4[C:4]=3[O:8][N:7]=2)[CH:14]=[CH:13][CH:12]=[CH:11][CH:10]=1 |f:1.2.3|. Reported procedure: A mixture of 6,7-dihydroxy-3-phenyl-1,2-benzisoxazole (2.1 g), potassium carbonate (7.7 g), methyl dichloroacetate (2.7 g) and N,N-dimethylformamide (50 ml) was stirred at 90°-100° C. for 5 hours. After addition of water (100 ml), the mixture was stirred at 90°-100° C. for 30 minutes, and after acidifying it with hydrochloric acid, extracted with ether. The ether layer was washed with water, dried and evaporated to remove the solvent. The residue was recrystallized from acetonitrile to give 1.5 ...